From a dataset of the Open Reaction Database (ORD), a public repository of structured organic reaction records. describe an organic reaction: reactants, conditions, products, and yield The reactants are C(C)(C)(C)OC(=O)N1C[C@H]2CC3=CC=C(N=C3N2[C@@H](C1)C)COCC ((4R,9aR)-6-ethoxymethyl-4-methyl-3,4,9,9a-tetrahydro-1H-2,4a,5-triaza-fluorene-2-carboxylic acid tert-butyl ester), ClN1C(CCC1=O)=O (N-chlorosuccinimide). The product is C(C)(C)(C)OC(=O)N1C[C@H]2CC3=CC(=C(N=C3N2[C@@H](C1)C)COCC)Cl ((4R,9aR)-7-Chloro-6-ethoxymethyl-4-methyl-3,4,9,9a-tetrahydro-1H-2,4a,5-triaza-fluorene-2-carboxylic acid tert-butyl ester). As a reaction SMILES: [C:1]([O:5][C:6]([N:8]1[CH2:20][C@@H:19]([CH3:21])[N:18]2[C@H:10]([CH2:11][C:12]3[C:17]2=[N:16][C:15]([CH2:22][O:23][CH2:24][CH3:25])=[CH:14][CH:13]=3)[CH2:9]1)=[O:7])([CH3:4])([CH3:3])[CH3:2].[Cl:26]N1C(=O)CCC1=O>>[C:1]([O:5][C:6]([N:8]1[CH2:20][C@@H:19]([CH3:21])[N:18]2[C@H:10]([CH2:11][C:12]3[C:17]2=[N:16][C:15]([CH2:22][O:23][CH2:24][CH3:25])=[C:14]([Cl:26])[CH:13]=3)[CH2:9]1)=[O:7])([CH3:3])([CH3:2])[CH3:4]. Procedure details: This compound was prepared in analogy to example 5, intermediate from (4R,9aR)-6-ethoxymethyl-4-methyl-3,4,9,9a-tetrahydro-1H-2,4a,5-triaza-fluorene-2-carboxylic acid tert-butyl ester and N-chlorosuccinimide. The reactants are [OH-].[Na+] (sodium hydroxide), COC(C1=CC=C(C=C1)O)=O (4-hydroxybenzoic acid methyl ester), ClCC1=C(C(=C(C(=C1Br)Br)CCl)Br)Br (1,4-bis-(chloromethyl)-2,3,5,6-tetrabromobenzene), COCCO (methyl glycol), C1(=CC=CC=C1)[O-] (phenolate). The solvent is O (water). The product is C(=O)(OC)C1=CC=C(OCC2=C(C(=C(C(=C2Br)Br)COC2=CC=C(C=C2)C(=O)OC)Br)Br)C=C1 (1,4-bis-(p-carbomethoxyphenoxymethyl)-2,3,5,6-tetrabromobenzene). Reaction SMILES: [CH3:1][O:2][C:3](=[O:11])[C:4]1[CH:9]=[CH:8][C:7]([OH:10])=[CH:6][CH:5]=1.[OH-:12].[Na+].[C:14]1([O-:20])[CH:19]=[CH:18][CH:17]=[CH:16][CH:15]=1.Cl[CH2:22][C:23]1[C:28]([Br:29])=[C:27]([Br:30])[C:26]([CH2:31]Cl)=[C:25]([Br:33])[C:24]=1[Br:34].[CH3:35][O:36][CH2:37]CO>O>[C:3]([C:4]1[CH:9]=[CH:8][C:7]([O:10][CH2:22][C:23]2[C:28]([Br:29])=[C:27]([Br:30])[C:26]([CH2:31][O:20][C:14]3[CH:19]=[CH:18][C:17]([C:37]([O:36][CH3:35])=[O:12])=[CH:16][CH:15]=3)=[C:25]([Br:33])[C:24]=2[Br:34])=[CH:6][CH:5]=1)([O:2][CH3:1])=[O:11] |f:1.2|. Procedure: In a six-liter flask equipped with stirrer, reflux condenser and thermometer, 608.6 L g (4 moles) of 4-hydroxybenzoic acid methyl ester was suspended in 3.5 liters of methyl glycol, and by the addition of 160 g (4 moles ) of sodium hydroxide in 160 ml of water was transformed to a solution of the phenolate. Then, at about 35°-40° C., with stirring, 981.3 g (2 moles) of 1,4-bis-(chloromethyl)-2,3,5,6-tetrabromobenzene was put in, and the reaction mixture was raised steadily to the boiling tempera... Starting materials: ClC=1C(=NN(C1CC(=O)O)C1=C(C=C(C=C1)C(NS(=O)(=O)C1=CC2=CC=CC=C2C=C1)=O)C(=O)N1CC2=CC=CC=C2CC1)C(N(CCCC)CCCC)=O (2-(4-Chloro-3-(dibutylcarbamoyl)-1-(4-(naphthalen-2-ylsulfonylcarbamoyl)-2-(1,2,3,4-tetrahydroisoquinoline-2-carbonyl)phenyl)-1H-pyrazol-5-yl)acetic acid), C1=CN(C=N1)C(=O)N2C=CN=C2 (CDI), C1CCC2=NCCCN2CC1 (DBU), C1(CC1)S(=O)(=O)N (Cyclopropanesulfonamide). Solvent: C1CCOC1 (THF), CCOC(=O)C (EtOAc). Run at time 8 hour. Yields the product C(CCC)N(C(=O)C1=NN(C(=C1Cl)CC(=O)NS(=O)(=O)C1CC1)C1=C(C=C(C=C1)C(NS(=O)(=O)C1=CC2=CC=CC=C2C=C1)=O)C(=O)N1CC2=CC=CC=C2CC1)CCCC (N,N-Dibutyl-4-chloro-5-(2-(cyclopropanesulfonamido)-2-oxoethyl)-1-(4-(naphthalen-2-ylsulfonylcarbamoyl)-2-(1,2,3,4-tetrahydroisoquinoline-2-carbonyl)phenyl)-1H-pyrazole-3-carboxamide). Yield: 18.2%. As a reaction SMILES: [Cl:1][C:2]1[C:3]([C:45](=[O:55])[N:46]([CH2:51][CH2:52][CH2:53][CH3:54])[CH2:47][CH2:48][CH2:49][CH3:50])=[N:4][N:5]([C:11]2[CH:16]=[CH:15][C:14]([C:17](=[O:32])[NH:18][S:19]([C:22]3[CH:31]=[CH:30][C:29]4[C:24](=[CH:25][CH:26]=[CH:27][CH:28]=4)[CH:23]=3)(=[O:21])=[O:20])=[CH:13][C:12]=2[C:33]([N:35]2[CH2:44][CH2:43][C:42]3[C:37](=[CH:38][CH:39]=[CH:40][CH:41]=3)[CH2:36]2)=[O:34])[C:6]=1[CH2:7][C:8](O)=[O:9].C1N=CN(C(N2C=NC=C2)=O)C=1.[CH:68]1([S:71]([NH2:74])(=[O:73])=[O:72])[CH2:70][CH2:69]1.C1CCN2C(=NCCC2)CC1>C1COCC1.CCOC(C)=O>[CH2:51]([N:46]([CH2:47][CH2:48][CH2:49][CH3:50])[C:45]([C:3]1[C:2]([Cl:1])=[C:6]([CH2:7][C:8]([NH:74][S:71]([CH:68]2[CH2:70][CH2:69]2)(=[O:73])=[O:72])=[O:9])[N:5]([C:11]2[CH:16]=[CH:15][C:14]([C:17](=[O:32])[NH:18][S:19]([C:22]3[CH:31]=[CH:30][C:29]4[C:24](=[CH:25][CH:26]=[CH:27][CH:28]=4)[CH:23]=3)(=[O:21])=[O:20])=[CH:13][C:12]=2[C:33]([N:35]2[CH2:44][CH2:43][C:42]3[C:37](=[CH:38][CH:39]=[CH:40][CH:41]=3)[CH2:36]2)=[O:34])[N:4]=1)=[O:55])[CH2:52][CH2:53][CH3:54]. Procedure details: To a solution of 2-(4-chloro-3-(dibutylcarbamoyl)-1-(4-(naphthalen-2-ylsulfonylcarbamoyl)-2-(1,2,3,4-tetrahydroisoquinoline-2-carbonyl)phenyl)-1H-pyrazol-5-yl)acetic acid (Example 171, 24 mg, 0.031 mmol) in THF (625 μL) was added CDI (16 mg, 0.10 mmol). The resulting solution was heated at reflux for 30 min and then cooled to room temperature. Cyclopropanesulfonamide (14 mg, 0.12 mmol) was then added followed by DBU (24 μL, 0.16 mmol), and the resulting reaction mixture was stirred at room tempe... The reactants are resultant solution, CC1(OB(OC1(C)C)C=1C=C2C[C@H](CC2=CC1)NS(=O)(=O)C(C)C)C ((S)-N-(5-(4,4,5,5-tetramethyl-1,3,2-dioxaborolan-2-yl)-2,3-dihydro-1H-inden-2-yl)propane-2-sulfonamide), OOS(=O)[O-].[K+] (Oxone), monopersulfate. Run in CC(=O)C (Acetone), O (Water). Product: OC=1C=C2C[C@H](CC2=CC1)NS(=O)(=O)C(C)C ((S)-N-(5-hydroxy-2,3-dihydro-1H-inden-2-yl)propane-2-sulfonamide), solid. Isolated yield 94.0%. As a reaction SMILES: CC1(C)C(C)(C)OB([C:9]2[CH:10]=[C:11]3[C:15](=[CH:16][CH:17]=2)[CH2:14][C@H:13]([NH:18][S:19]([CH:22]([CH3:24])[CH3:23])(=[O:21])=[O:20])[CH2:12]3)O1.[OH:26]OS([O-])=O.[K+]>CC(C)=O.O>[OH:26][C:9]1[CH:10]=[C:11]2[C:15](=[CH:16][CH:17]=1)[CH2:14][C@H:13]([NH:18][S:19]([CH:22]([CH3:24])[CH3:23])(=[O:21])=[O:20])[CH2:12]2 |f:1.2|. Procedure details: To a stirred solution of (S)-N-(5-(4,4,5,5-tetramethyl-1,3,2-dioxaborolan-2-yl)-2,3-dihydro-1H-inden-2-yl)propane-2-sulfonamide (6.95 mmol, 2.54 g) in Acetone (20.00 mL), a solution of Oxone(R), monopersulfate compound (7.65 mmol, 4.70 g) in Water (20 mL) was added dropwise over 2 min. The resultant solution was stirred for a further 10 min before being quenched with NaHSO3 (aq). The solution was extracted with DCM (×3), dried (MgSO4), filtered and concentrated in vacuo to give the crude product... Reactants: N#Cc1ccc(CN2CCN(C(=O)OCc3ccccc3)CC2=O)cc1, CO, N#Cc1ccc(CN2CCN(Cc3nc4ccc(Cl)cc4[nH]3)CC2=O)cc1, ClCc1nc2cc(Cl)ccc2[nH]1, Cl. The product is N=C(N)c1ccc(CN2CCN(Cc3nc4ccc(Cl)cc4[nH]3)CC2=O)cc1. Reaction SMILES: [CH2:29]([O:30][C:31]([N:39]1[CH2:32][CH2:33][N:34]([CH2:35][c:36]2[cH:37][cH:38][c:40]([C:41]#[N:42])[cH:43][cH:44]2)[C:45](=[O:46])[CH2:47]1)=[O:48])[c:49]1[cH:50][cH:51][cH:52][cH:53][cH:54]1.[CH3:67][OH:68].[Cl:2][c:3]1[cH:4][cH:5][c:6]2[c:7]([nH:8][c:9]([CH2:11][N:12]3[CH2:13][C:14](=[O:27])[N:15]([CH2:18][c:19]4[cH:20][cH:21][c:22]([C:23]#[N:24])[cH:25][cH:26]4)[CH2:16][CH2:17]3)[n:10]2)[cH:28]1.[Cl:55][c:56]1[cH:57][cH:58][c:59]2[nH:60][c:61]([CH2:62][Cl:63])[n:64][c:65]2[cH:66]1.[ClH:1]>>[Cl:2][c:3]1[cH:4][cH:5][c:6]2[c:7]([nH:8][c:9]([CH2:11][N:12]3[CH2:13][C:14](=[O:27])[N:15]([CH2:18][c:19]4[cH:20][cH:21][c:22]([C:23](=[NH:24])[NH2:39])[cH:25][cH:26]4)[CH2:16][CH2:17]3)[n:10]2)[cH:28]1.